From a dataset of the Open Reaction Database (ORD), a public repository of structured organic reaction records. describe an organic reaction: reactants, conditions, products, and yield Reactants: ClC=1C=C(C(C)(C)N(C(CC2=CC=CC=C2)=O)CC(C)=O)C=C(C1F)Cl (N-(3,5-dichloro-4-fluoro-α,α-dimethylbenzyl)-N-(2-oxopropyl)phenylacetamide), [OH-].[K+] (potassium hydroxide). Run in C(C)O (ethyl alcohol). Yields the product ClC=1C=C(C(C)(C)N2C(C(=C(C2)C)C2=CC=CC=C2)=O)C=C(C1F)Cl (1-(3,5-dichloro-4-fluoro-α,α-dimethylbenzyl)-4-methyl-3-phenyl-3-pyrrolin-2-one). Yield: 66.1%. As a reaction SMILES: [Cl:1][C:2]1[CH:3]=[C:4]([CH:22]=[C:23]([Cl:26])[C:24]=1[F:25])[C:5]([N:8]([CH2:18][C:19](=O)[CH3:20])[C:9](=[O:17])[CH2:10][C:11]1[CH:16]=[CH:15][CH:14]=[CH:13][CH:12]=1)([CH3:7])[CH3:6].[OH-].[K+]>C(O)C>[Cl:1][C:2]1[CH:3]=[C:4]([CH:22]=[C:23]([Cl:26])[C:24]=1[F:25])[C:5]([N:8]1[CH2:18][C:19]([CH3:20])=[C:10]([C:11]2[CH:16]=[CH:15][CH:14]=[CH:13][CH:12]=2)[C:9]1=[O:17])([CH3:7])[CH3:6] |f:1.2|. Reported procedure: 4.0 g (0.01 mol) of N-(3,5-dichloro-4-fluoro-α,α-dimethylbenzyl)-N-(2-oxopropyl)phenylacetamide prepared in accordance with the method of Reference Example 8, was dissolved in 50 ml of ethyl alcohol, and 0.5 g (0.009 mol) of potassium hydroxide powder was added thereto. The mixture was refluxed under heating for 10 minutes. Then, the solvent was distilled off under reduced pressure, and water was added thereto and extracted with ethyl acetate. The ethyl acetate layer was dried over an hydrous ma... Starting materials: C(C)C1=C(C(=CC(=C1)C)CC)C=1C(N(N=C(C1OCC1=CC=CC=C1)CBr)C)=O (4-(2,6-diethyl-4-methylphenyl)-6-bromomethyl-5-benzyloxy-2-methyl-3(2H)-pyridazinone), [C-]#N.[Na+] (sodium cyanide). The solvent is O (water), CS(=O)C (DMSO). Reaction conditions: time 30 minute. Product: C(C)C1=C(C(=CC(=C1)C)CC)C=1C(N(N=C(C1OCC1=CC=CC=C1)CC#N)C)=O (4-(2,6-diethyl-4-methylphenyl)-6-cyanomethyl-5-benzyloxy-2-methyl-3(2H)-pyridazinone). Yield: 68.2%. Reaction SMILES: [CH2:1]([C:3]1[CH:8]=[C:7]([CH3:9])[CH:6]=[C:5]([CH2:10][CH3:11])[C:4]=1[C:12]1[C:13](=[O:29])[N:14]([CH3:28])[N:15]=[C:16]([CH2:26]Br)[C:17]=1[O:18][CH2:19][C:20]1[CH:25]=[CH:24][CH:23]=[CH:22][CH:21]=1)[CH3:2].[C-:30]#[N:31].[Na+]>CS(C)=O.O>[CH2:1]([C:3]1[CH:8]=[C:7]([CH3:9])[CH:6]=[C:5]([CH2:10][CH3:11])[C:4]=1[C:12]1[C:13](=[O:29])[N:14]([CH3:28])[N:15]=[C:16]([CH2:26][C:30]#[N:31])[C:17]=1[O:18][CH2:19][C:20]1[CH:25]=[CH:24][CH:23]=[CH:22][CH:21]=1)[CH3:2] |f:1.2|. Reported procedure: To a solution of 4-(2,6-diethyl-4-methylphenyl)-6-bromomethyl-5-benzyloxy-2-methyl-3(2H)-pyridazinone (675 mg, 1.48 mmol) in DMSO (4 ml) was added sodium cyanide (80 mg, 1.63 mmol), and stirred at room temperature for 30 minutes. The reaction solution was diluted with water, and extracted with ethyl acetate 2 times. The combined organic layer was washed with saturated brine, dried over anhydrous magnesium sulfate, and concentrated under reduced pressure. The residue was purified by silica gel co... The reactants are C(C)C=1C(=C(NC1I)C=O)C(=O)OC (methyl 4-ethyl-2-formyl-5-iodo-1H-pyrrole-3-carboxylate), Br[Zn]C=1SC=CC1 (bromo(thien-2-yl)zinc), CN1CCCC1 (N-methylpyrrolidine). The reagents and catalysts are CC(C)([P](C(C)(C)C)([Pd][P](C(C)(C)C)(C(C)(C)C)C(C)(C)C)C(C)(C)C)C (Pd(Pt-Bu3)2). Solvent: C1CCOC1 (THF). Run at temperature 100 celsius. Yields the product C(C)C=1C(=C(NC1C=1SC=CC1)C=O)C(=O)OC (methyl 4-ethyl-2-formyl-5-thien-2-yl-1H-pyrrole-3-carboxylate). Reaction SMILES: [CH2:1]([C:3]1[C:4]([C:11]([O:13][CH3:14])=[O:12])=[C:5]([CH:9]=[O:10])[NH:6][C:7]=1I)[CH3:2].Br[Zn][C:17]1[S:18][CH:19]=[CH:20][CH:21]=1.CN1CCCC1>C1COCC1.CC(C)([P](C(C)(C)C)([Pd][P](C(C)(C)C)(C(C)(C)C)C(C)(C)C)C(C)(C)C)C>[CH2:1]([C:3]1[C:4]([C:11]([O:13][CH3:14])=[O:12])=[C:5]([CH:9]=[O:10])[NH:6][C:7]=1[C:17]1[S:18][CH:19]=[CH:20][CH:21]=1)[CH3:2] |^1:35,41|. Procedure: Methyl 4-ethyl-2-formyl-5-iodo-1H-pyrrole-3-carboxylate was obtained following the procedures described in Example 3. To a solution of methyl 4-ethyl-2-formyl-5-iodo-1H-pyrrole-3-carboxylate (0.123 g, 0.40 mmol) and bromo(thien-2-yl)zinc (0.1374 g, 0.60 mmol) in THF (2.0 mL) was added Pd(Pt-Bu3)2 (0.0123 g, 0.02 mmol) and N-methylpyrrolidine (2.0 mL). The reaction was deoxygenated by bubbling argon through the solution prior to being heated to 100° C. and refluxed for 4 h under argon. After cool... Starting materials: CCNCC, CN(C)C=O, CN1Cc2c(-c3noc(CCl)n3)ncn2-c2ccc(F)cc2C1=O. The product is CCN(CC)Cc1nc(-c2ncn3c2CN(C)C(=O)c2cc(F)ccc2-3)no1. As a reaction SMILES: [CH2:25]([CH3:26])[NH:27][CH2:28][CH3:29].[CH3:30][N:31]([CH3:32])[CH:33]=[O:34].[Cl:1][CH2:2][c:3]1[n:4][c:5](-[c:8]2[n:9][cH:10][n:11]3[c:12]2[CH2:13][N:14]([CH3:24])[C:15](=[O:23])[c:16]2[c:17]-3[cH:18][cH:19][c:20]([F:22])[cH:21]2)[n:6][o:7]1>>[CH2:2]([c:3]1[n:4][c:5](-[c:8]2[n:9][cH:10][n:11]3[c:12]2[CH2:13][N:14]([CH3:24])[C:15](=[O:23])[c:16]2[c:17]-3[cH:18][cH:19][c:20]([F:22])[cH:21]2)[n:6][o:7]1)[N:27]([CH2:25][CH3:26])[CH2:28][CH3:29]. Yield: 68.0%. Yields the product BrC=1C=C2CC(N(C2=CC1)C(OCC)OCC)=O (5-bromo-1-diethoxymethyloxindole). The reactants are BrC=1C=C2CC(NC2=CC1)=O (5-bromooxindole), C(OCC)(OCC)OCC (triethyl orthoformate). Reported procedure: A mixture of 5-bromooxindole (6.36 g, 30 mmol), (prepared according to J. Am. Chem. Soc. 1975, 67, 1656), and triethyl orthoformate (100 ml) was heated and stirred at reflux for 8 hours. The volatiles were removed by evaporation and the residue purified by column flash chromatography using petroleum ether/ether (7/3) as eluent. Evaporation of the solvents lead to a crystalline material which was collected, washed with a minimum of petroleum ether and dried under vacuum to give 5-bromo-1-diethoxy... Reaction SMILES: [Br:1][C:2]1[CH:3]=[C:4]2[C:8](=[CH:9][CH:10]=1)[NH:7][C:6](=[O:11])[CH2:5]2.[CH:12](OCC)([O:16][CH2:17][CH3:18])[O:13][CH2:14][CH3:15]>>[Br:1][C:2]1[CH:3]=[C:4]2[C:8](=[CH:9][CH:10]=1)[N:7]([CH:12]([O:16][CH2:17][CH3:18])[O:13][CH2:14][CH3:15])[C:6](=[O:11])[CH2:5]2. The reactants are ClCC(=O)C=1C=C(SC1)C#N (4-(chloroacetyl)thiophene-2-carbonitrile), OCC(C)(C)NC(=S)N (N-(2-hydroxy-1,1-dimethylethyl)thiourea). Run in C(C)O (ethanol). Run at time 8 hour. Product: Cl.OCC(C)(C)NC=1SC=C(N1)C=1C=C(SC1)C#N (4-{2-[(2-hydroxy-1,1-dimethylethyl)amino]-1,3-thiazol-4-yl}thiophene-2-carbonitrile hydrochloride). The yield is 86.9%. RXN SMILES: [Cl:1][CH2:2][C:3]([C:5]1[CH:6]=[C:7]([C:10]#[N:11])[S:8][CH:9]=1)=O.[OH:12][CH2:13][C:14]([NH:17][C:18]([NH2:20])=[S:19])([CH3:16])[CH3:15]>C(O)C>[ClH:1].[OH:12][CH2:13][C:14]([NH:17][C:18]1[S:19][CH:2]=[C:3]([C:5]2[CH:6]=[C:7]([C:10]#[N:11])[S:8][CH:9]=2)[N:20]=1)([CH3:16])[CH3:15] |f:3.4|. Reported procedure: A mixture of 4-(chloroacetyl)thiophene-2-carbonitrile (500.5 mg, 2.73 mmol), prepared in step 1 of Example 59, and N-(2-hydroxy-1,1-dimethylethyl)thiourea (399.4 mg, 2.69 mmol), prepared in step 2 of Example 52, in 20 mL of ethanol was stirred under nitrogen at room temperature overnight. The solid was collected by filtration and dried under reduced pressure to give 4-{2-[(2-hydroxy-1,1-dimethylethyl)amino]-1,3-thiazol-4-yl}thiophene-2-carbonitrile hydrochloride (738.1 mg, 86%) as a light tan so... The reactants are FC(C=1C=C(C=C(C1)C(F)(F)F)[C@@H](C)O[C@@H]1[C@@H](NCCO1)C1=CC=C(C=C1)F)(F)F.CC=1C=CC(=CC1)S(=O)(=O)O (2-(R)-(1-(R)-(3,5-bis(trifluoromethyl)phenyl)-ethoxy)-3-(S)-(4-fluorophenyl)morpholine TsOH), C(C)(=O)O[BH-](OC(C)=O)OC(C)=O.[Na+] (sodium triacetoxyborohydride), Na3PO4, C(C)(=O)O[BH-](OC(C)=O)OC(C)=O.[Na+] (sodium triacetoxyborohydride), [B] (boron), CN(C)C=O (DMF), [OH-].[Na+] (NaOH), Cl (HCl), CN(C)CC1=NNN=C1C=O (4-N,N-dimethylaminomethyl-5-formyl-1,2,3-triazole), 3L, secondary amine. Solvent: C1(=CC=CC=C1)C (toluene). Reaction conditions: time 30 minute. Yields the product FC(C=1C=C(C=C(C1)C(F)(F)F)[C@@H](C)O[C@@H]1[C@@H](N(CCO1)CC=1N=NN(C1N(C)C)C)C1=CC=C(C=C1)F)(F)F (2-(R)-(1-(R)-(3,5-bis(trifluoro-methyl)phenyl)-ethoxy)-4-(5-(dimethylamino)-methyl-1,2,3-triazol-4-yl)methyl-3-(S)-(4-fluorophenyl)morpholine). As a reaction SMILES: [F:1][C:2]([F:30])([F:29])[C:3]1[CH:4]=[C:5]([C@H:13]([O:15][C@H:16]2[O:21][CH2:20][CH2:19][NH:18][C@H:17]2[C:22]2[CH:27]=[CH:26][C:25]([F:28])=[CH:24][CH:23]=2)[CH3:14])[CH:6]=[C:7]([C:9]([F:12])([F:11])[F:10])[CH:8]=1.CC1C=CC(S(O)(=O)=O)=CC=1.CN([CH2:45][C:46]1[C:50](C=O)=[N:49][NH:48][N:47]=1)C.C(O[BH-](OC(=O)C)OC(=O)C)(=O)C.[Na+].Cl.[B].[OH-].[Na+].[CH3:71][N:72]([CH:74]=O)[CH3:73]>C1(C)C=CC=CC=1>[F:30][C:2]([F:1])([F:29])[C:3]1[CH:4]=[C:5]([C@H:13]([O:15][C@H:16]2[O:21][CH2:20][CH2:19][N:18]([CH2:45][C:46]3[N:47]=[N:48][N:49]([CH3:50])[C:74]=3[N:72]([CH3:73])[CH3:71])[C@H:17]2[C:22]2[CH:27]=[CH:26][C:25]([F:28])=[CH:24][CH:23]=2)[CH3:14])[CH:6]=[C:7]([C:9]([F:10])([F:11])[F:12])[CH:8]=1 |f:0.1,3.4,7.8|. Procedure: 2-(R)-(1-(R)-(3,5-bis(trifluoromethyl)phenyl)-ethoxy)-3-(S)-(4-fluorophenyl)morpholine TsOH salt (609 g, 1 mol) and 4-N,N-dimethylaminomethyl-5-formyl-1,2,3-triazole (225 g, 1.5 mol) are suspended in 3L of toluene and 1 L of DMF. The resulting suspension was stirred for 30 minutes, then 1 eq. of sodium triacetoxyborohydride (212 g, 1 mol) was added. After 30 minutes, another portion of sodium triacetoxyborohydride (212g, 1 mol) was added. The resulting solution/suspension was aged at 25° C. for ...